This data is from the Open Reaction Database (ORD), a public repository of structured organic reaction records. The task is: describe an organic reaction: reactants, conditions, products, and yield Reactants: ClC(=O)OCC1=CC=CC=C1 (benzyl chloroformate), [OH-].[Na+] (sodium hydroxide), C(=O)(O)C(CCCN)CCCN (4-carboxy-1,7-diaminoheptane). Run in O (water). Reaction conditions: time 8 hour. The product is C(C1=CC=CC=C1)OC(=O)NCCCC(C(=O)O)CCCNC(=O)OCC1=CC=CC=C1 (5-Benzyloxycarbonylamino-2-[3-(benzyloxycarbonylamino)-propyl]-valeric acid). Reaction SMILES: Cl[C:2]([O:4][CH2:5][C:6]1[CH:11]=[CH:10][CH:9]=[CH:8][CH:7]=1)=[O:3].[OH-:12].[Na+].[C:14]([CH:17]([CH2:22][CH2:23][CH2:24][NH2:25])[CH2:18][CH2:19][CH2:20][NH2:21])([OH:16])=[O:15]>O>[CH2:5]([O:4][C:2]([NH:25][CH2:24][CH2:23][CH2:22][CH:17]([CH2:18][CH2:19][CH2:20][NH:21][C:2]([O:4][CH2:5][C:6]1[CH:11]=[CH:10][CH:9]=[CH:8][CH:7]=1)=[O:12])[C:14]([OH:16])=[O:15])=[O:3])[C:6]1[CH:11]=[CH:10][CH:9]=[CH:8][CH:7]=1 |f:1.2|. Reported procedure: 24.48 g (143.5 mmol) of benzyl chloroformate and 5N aqueous sodium hydroxide solution are simultaneously added in drops at 0° C. to 10 g (57.39 mmol) of 4-carboxy-1,7-diaminoheptane (produced according to: A. Reissert, Chem. Ber. 26, 2137 (1893); 27, 979 (1894)) in 150 ml of water, and the pH is kept at 10. It is stirred overnight at room temperature. It is extracted twice with 150 ml of ethyl acetate each. The aqueous phase is carefully acidified with 4N aqueous hydrochloric acid (pH 2) and ext... The reactants are O=C([O-])O, ClCCl, Cc1cc2c(N3CCN(C)CC3)cccc2[nH]1, O=C(Cl)OCC(Cl)(Cl)Cl, [Na+]. The product is Cc1cc2c(N3CCN(C(=O)OCC(Cl)(Cl)Cl)CC3)cccc2[nH]1. Reaction SMILES: [C:27](=[O:28])([O-:29])[OH:30].[CH2:32]([Cl:33])[Cl:34].[CH3:1][N:2]1[CH2:3][CH2:4][N:5]([c:8]2[c:9]3[cH:10][c:11]([CH3:17])[nH:12][c:13]3[cH:14][cH:15][cH:16]2)[CH2:6][CH2:7]1.[Cl:18][C:19](=[O:20])[O:21][CH2:22][C:23]([Cl:24])([Cl:25])[Cl:26].[Na+:31]>>[N:2]1([C:19](=[O:20])[O:21][CH2:22][C:23]([Cl:24])([Cl:25])[Cl:26])[CH2:3][CH2:4][N:5]([c:8]2[c:9]3[cH:10][c:11]([CH3:17])[nH:12][c:13]3[cH:14][cH:15][cH:16]2)[CH2:6][CH2:7]1. Reactants: amino acid, NCC(=O)O (Gly), amino acid, CC[C@H](C)[C@@H](C(=O)N[C@@H](CC(C)C)C(=O)O)NC(=O)[C@H](CC1=CNC2=CC=CC=C21)NC(=O)[C@@H]3CCCN3C(=O)[C@H](CCCN=C(N)N)NC(=O)[C@H](CCCCN)NC(=O)CNC(=O)[C@@H]4CCC(=O)N4 (Xenopsin), N[C@@H](CCC(O)=O)C(=O)O (Glu). The product is N[C@@H](CCCCN)C(=O)O (Lys), N[C@@H](CCCNC(N)=N)C(=O)O (Arg), N1[C@@H](CCC1=O)C(=O)NCC(=O)N[C@@H](CCCCN)C(=O)N[C@@H](CCCNC(N)=N)C(=O)O (pGlu-Gly-Lys-Arg). As a reaction SMILES: CC[C@@H]([C@H](NC([C@@H](NC([C@H]1N([C:39]([C@@H:41]([NH:49][C:50]([C@@H:52]([NH:58][C:59]([CH2:61][NH:62][C:63]([C@H:65]2[NH:70][C:68](=[O:69])[CH2:67][CH2:66]2)=[O:64])=[O:60])[CH2:53][CH2:54][CH2:55][CH2:56][NH2:57])=[O:51])[CH2:42][CH2:43][CH2:44][N:45]=[C:46]([NH2:48])[NH2:47])=[O:40])CCC1)=O)CC1C2C(=CC=CC=2)NC=1)=O)C(N[C@H](C(O)=O)CC(C)C)=O)C.N[C@H](C(O)=O)CCC(=O)[OH:76].NCC(O)=[O:84]>>[NH2:58][C@H:52]([C:50]([OH:76])=[O:51])[CH2:53][CH2:54][CH2:55][CH2:56][NH2:57].[NH2:49][C@H:41]([C:39]([OH:40])=[O:84])[CH2:42][CH2:43][CH2:44][NH:45][C:46](=[NH:48])[NH2:47].[NH:70]1[C:68](=[O:69])[CH2:67][CH2:66][C@H:65]1[C:63]([NH:62][CH2:61][C:59]([NH:58][C@H:52]([C:50]([NH:49][C@H:41]([C:39]([OH:40])=[O:76])[CH2:42][CH2:43][CH2:44][NH:45][C:46](=[NH:47])[NH2:48])=[O:51])[CH2:53][CH2:54][CH2:55][CH2:56][NH2:57])=[O:60])=[O:64]. Procedure: 200 mU of Benz-I was reacted with 50 nmol of Xenopsin (pGlu-Gly-Lys-Arg-Pro-Trp-Ile-Leu). After carrying out the reaction for 20 hours, peaks formed by chromatography were fractionated and the amino acid composition of each fraction was analyzed. As a result, it was found that a peak of a fragment assumed to have an amino acid composition of Glu: 0.993; Gly: 1.22; Lys: 0.674 and Arg: 1.11, namely, pGlu-Gly-Lys-Arg was obtained. Reactants: BrC1=CC=2C3C(C(NC2C=C1)=O)(CCC3)F (8-bromo-3a-fluoro-1,2,3,3a,5,9b-hexahydrocyclopenta[c]quinolin-4-one), COC=1C=CC(=CC1)P2(=S)SP(=S)(S2)C=3C=CC(=CC3)OC (Lawesson's reagent). Solvent: C1CCOC1 (THF). The product is BrC1=CC=2C3C(C(NC2C=C1)=S)(CCC3)F (8-Bromo-3a-fluoro-1,2,3,3a,5,9b-hexahydrocyclopenta[c]quinoline-4-thione). Reaction SMILES: [Br:1][C:2]1[CH:11]=[CH:10][C:9]2[NH:8][C:7](=O)[C:6]3([F:16])[CH2:13][CH2:14][CH2:15][CH:5]3[C:4]=2[CH:3]=1.COC1C=CC(P2(SP(C3C=CC(OC)=CC=3)(=S)S2)=[S:26])=CC=1>C1COCC1>[Br:1][C:2]1[CH:11]=[CH:10][C:9]2[NH:8][C:7](=[S:26])[C:6]3([F:16])[CH2:13][CH2:14][CH2:15][CH:5]3[C:4]=2[CH:3]=1. Procedure details: A solution of 0.74 g (2.6 mmol) of 8-bromo-3a-fluoro-1,2,3,3a,5,9b-hexahydrocyclopenta[c]quinolin-4-one in 100 ml of THF is refluxed with 2.16 g (5.34 mmol) of Lawesson's reagent for 1.5 hours. Then, the reaction mixture is concentrated by evaporation, and the residue is purified by column chromatography on silica gel with hexane-ethyl acetate: 0.59 g of product. Product: CC(=O)Oc1ccccc1C(=O)Nc1nc(C)c(CCO[N+](=O)[O-])s1. Reactants: CC(=O)Oc1ccccc1C(=O)O, Cc1nc(NC(=O)c2cccnc2)sc1CCO[N+](=O)[O-], Cc1nc(N)sc1CCO[N+](=O)[O-]. As a reaction SMILES: [C:22]([CH3:23])(=[O:24])[O:25][c:26]1[c:27]([C:28](=[O:29])[OH:30])[cH:31][cH:32][cH:33][cH:34]1.[CH3:1][c:2]1[n:3][c:4]([NH:13][C:14](=[O:15])[c:16]2[cH:17][cH:18][cH:19][n:20][cH:21]2)[s:5][c:6]1[CH2:7][CH2:8][O:9][N+:10](=[O:11])[O-:12].[CH3:35][c:36]1[n:37][c:38]([NH2:39])[s:40][c:41]1[CH2:42][CH2:43][O:44][N+:45]([O-:46])=[O:47]>>[CH3:1][c:2]1[n:3][c:4]([NH:13][C:28]([c:27]2[c:26]([O:25][C:22]([CH3:23])=[O:24])[cH:34][cH:33][cH:32][cH:31]2)=[O:30])[s:5][c:6]1[CH2:7][CH2:8][O:9][N+:10](=[O:11])[O-:12]. Starting materials: C(C=O)=C(c1ccccc1)c1ccccc1, CC1=CN=C(C=C1)N, [C-]#[N+]C1CCCCC1. The reagents and catalysts are O=C(O)C(F)(F)F (trifluoroacetic acid). Solvent: CC(C)O (isopropyl alcohol), CC(C)O (isopropylalcohol). Run at temperature 22 celsius, time 20 hour. Product: Cc1ccc2nc(C=C(c3ccccc3)c3ccccc3)c(NC3CCCCC3)n2c1. The yield is 37.9%. Reaction SMILES: CC1=CC=C(N)N=C1.[C-]#[N+]C1CCCCC1.O=C\C=C(/C1=CC=CC=C1)C1=CC=CC=C1>>CC1=CN2C(C=C1)=NC(\C=C(/C1=CC=CC=C1)C1=CC=CC=C1)=C2NC1CCCCC1.